Dataset: the Open Reaction Database (ORD), a public repository of structured organic reaction records. Task: describe an organic reaction: reactants, conditions, products, and yield Reactants: CCOC(=O)C=O, CCCCc1nc(CCN)cn1Cc1ccc(-c2ccccc2-c2nnn[nH]2)cc1, CCO, ClC(Cl)Cl, Cl. Yields the product CCCCc1nc2c(n1Cc1ccc(-c3ccccc3-c3nnn[nH]3)cc1)C(C(=O)OCC)NCC2. As a reaction SMILES: [C:32]([CH:33]=[O:34])(=[O:35])[O:36][CH2:37][CH3:38].[CH2:2]([CH2:3][CH2:4][CH3:5])[c:6]1[n:7]([CH2:14][c:15]2[cH:16][cH:17][c:18](-[c:21]3[c:22](-[c:27]4[n:28][n:29][n:30][nH:31]4)[cH:23][cH:24][cH:25][cH:26]3)[cH:19][cH:20]2)[cH:8][c:9]([CH2:11][CH2:12][NH2:13])[n:10]1.[CH3:39][CH2:40][OH:41].[CH:42]([Cl:43])([Cl:44])[Cl:45].[ClH:1]>>[CH2:2]([CH2:3][CH2:4][CH3:5])[c:6]1[n:7]([CH2:14][c:15]2[cH:16][cH:17][c:18](-[c:21]3[c:22](-[c:27]4[n:28][n:29][n:30][nH:31]4)[cH:23][cH:24][cH:25][cH:26]3)[cH:19][cH:20]2)[c:8]2[c:9]([n:10]1)[CH2:11][CH2:12][NH:13][CH:33]2[C:32](=[O:35])[O:36][CH2:37][CH3:38]. Reactants: NCCc1cccc(OCCC23CC4CC(CC(C4)C2)C3)c1, O=C([O-])O, CC(C)(C)[Si](C)(C)OC(CBr)c1ccc(OCc2ccccc2)c2[nH]c(=O)ccc12, CS(C)=O, [I-], [Na+], [Na+], O. RXN SMILES: [C:1]12([CH2:11][CH2:12][O:13][c:14]3[cH:15][c:16]([CH2:20][CH2:21][NH2:22])[cH:17][cH:18][cH:19]3)[CH2:2][CH:3]3[CH2:4][CH:5]([CH2:6][CH:7]([CH2:8]1)[CH2:9]3)[CH2:10]2.[C:53](=[O:54])([O-:55])[OH:56].[CH2:23]([c:24]1[cH:25][cH:26][cH:27][cH:28][cH:29]1)[O:30][c:31]1[cH:32][cH:33][c:34]([CH:42]([CH2:43][Br:44])[O:45][Si:46]([CH3:47])([CH3:48])[C:49]([CH3:50])([CH3:51])[CH3:52])[c:35]2[cH:36][cH:37][c:38](=[O:41])[nH:39][c:40]12.[CH3:60][S:61](=[O:62])[CH3:63].[I-:59].[Na+:57].[Na+:58].[OH2:64]>>[C:1]12([CH2:11][CH2:12][O:13][c:14]3[cH:15][c:16]([CH2:20][CH2:21][NH:22][CH2:43][CH:42]([c:34]4[cH:33][cH:32][c:31]([O:30][CH2:23][c:24]5[cH:25][cH:26][cH:27][cH:28][cH:29]5)[c:40]5[c:35]4[cH:36][cH:37][c:38](=[O:41])[nH:39]5)[O:45][Si:46]([CH3:47])([CH3:48])[C:49]([CH3:50])([CH3:51])[CH3:52])[cH:17][cH:18][cH:19]3)[CH2:2][CH:3]3[CH2:4][CH:5]([CH2:6][CH:7]([CH2:8]1)[CH2:9]3)[CH2:10]2. Yields the product CC(C)(C)[Si](C)(C)OC(CNCCc1cccc(OCCC23CC4CC(CC(C4)C2)C3)c1)c1ccc(OCc2ccccc2)c2[nH]c(=O)ccc12. Reactants: O=C1CCC(=O)N1Br, COC(C)(C)C, CC#N, CCCCCC, Nc1cccc(F)c1C1CCCO1. Yields the product Nc1ccc(Br)c(F)c1C1CCCO1. RXN SMILES: [Br:14][N:15]1[C:16](=[O:17])[CH2:18][CH2:19][C:20]1=[O:21].[CH3:22][O:23][C:24]([CH3:25])([CH3:26])[CH3:27].[CH3:28][C:29]#[N:30].[CH3:31][CH2:32][CH2:33][CH2:34][CH2:35][CH3:36].[F:1][c:2]1[c:3]([CH:9]2[O:10][CH2:11][CH2:12][CH2:13]2)[c:4]([NH2:5])[cH:6][cH:7][cH:8]1>>[F:1][c:2]1[c:3]([CH:9]2[O:10][CH2:11][CH2:12][CH2:13]2)[c:4]([NH2:5])[cH:6][cH:7][c:8]1[Br:14]. Starting materials: COc1cc2c(cc1Br)-c1c(-c3cncs3)c3c(n1CC2)C(=O)N(C(C)(C)C)CCCOC3, CCCC[Sn](CCCC)(CCCC)c1cnccn1, CCOCC, Cc1ccccc1, c1ccc(P(c2ccccc2)(c2ccccc2)[Pd](P(c2ccccc2)(c2ccccc2)c2ccccc2)(P(c2ccccc2)(c2ccccc2)c2ccccc2)P(c2ccccc2)(c2ccccc2)c2ccccc2)cc1. Product: COc1cc2c(cc1-c1cnccn1)-c1c(-c3cncs3)c3c(n1CC2)C(=O)N(C(C)(C)C)CCCOC3. As a reaction SMILES: [Br:1][c:2]1[c:3]([O:32][CH3:33])[cH:4][c:5]2[c:10]([cH:11]1)-[c:9]1[n:8]([c:14]3[c:13]([c:12]1-[c:27]1[cH:28][n:29][cH:30][s:31]1)[CH2:21][O:20][CH2:19][CH2:18][CH2:17][N:16]([C:22]([CH3:23])([CH3:24])[CH3:25])[C:15]3=[O:26])[CH2:7][CH2:6]2.[CH2:34]([Sn:35]([CH2:36][CH2:37][CH2:38][CH3:45])([c:39]1[n:40][cH:41][cH:42][n:43][cH:44]1)[CH2:46][CH2:47][CH2:48][CH3:49])[CH2:50][CH2:51][CH3:52].[CH3:53][CH2:54][O:55][CH2:56][CH3:57].[CH3:58][c:59]1[cH:60][cH:61][cH:62][cH:63][cH:64]1.[cH:65]1[cH:66][cH:67][c:68]([P:69]([Pd:70]([P:71]([c:72]2[cH:73][cH:74][cH:75][cH:76][cH:77]2)([c:78]2[cH:79][cH:80][cH:81][cH:82][cH:83]2)[c:84]2[cH:85][cH:86][cH:87][cH:88][cH:89]2)([P:90]([c:91]2[cH:92][cH:93][cH:94][cH:95][cH:96]2)([c:97]2[cH:98][cH:99][cH:100][cH:101][cH:102]2)[c:103]2[cH:104][cH:105][cH:106][cH:107][cH:108]2)[P:109]([c:110]2[cH:111][cH:112][cH:113][cH:114][cH:115]2)([c:116]2[cH:117][cH:118][cH:119][cH:120][cH:121]2)[c:122]2[cH:123][cH:124][cH:125][cH:126][cH:127]2)([c:128]2[cH:129][cH:130][cH:131][cH:132][cH:133]2)[c:134]2[cH:135][cH:136][cH:137][cH:138][cH:139]2)[cH:140][cH:141]1>>[c:2]1(-[c:39]2[n:40][cH:41][cH:42][n:43][cH:44]2)[c:3]([O:32][CH3:33])[cH:4][c:5]2[c:10]([cH:11]1)-[c:9]1[n:8]([c:14]3[c:13]([c:12]1-[c:27]1[cH:28][n:29][cH:30][s:31]1)[CH2:21][O:20][CH2:19][CH2:18][CH2:17][N:16]([C:22]([CH3:23])([CH3:24])[CH3:25])[C:15]3=[O:26])[CH2:7][CH2:6]2. The product is Cl.C1CC12[C@@H](CNCC2)O ((S)-6-aza-spiro[2.5]octan-4-ol. hydrochloride). Reaction SMILES: [Cl:1][C:2]1[CH:3]=[C:4]([N:9]2CCN(CCCC(O)=O)[C:11](=[O:21])[C@H:10]2C)C=[CH:6][C:7]=1Cl.C1C2(CCNC[C@H]2O)C1>>[ClH:1].[CH2:7]1[C:2]2([CH2:3][CH2:4][NH:9][CH2:10][C@H:11]2[OH:21])[CH2:6]1 |f:2.3|. Starting materials: ClC=1C=C(C=CC1Cl)N1[C@@H](C(N(CC1)CCCC(=O)O)=O)C (4-[(R)-4-(3,4-dichloro-phenyl)-3-methyl-2-oxo-piperazin-1-yl]-butyric acid), C1CC12[C@@H](CNCC2)O ((S)-6-aza-spiro[2.5]octan-4-ol). Procedure: In analogy to the procedure described in Example 15, 4-[(R)-4-(3,4-dichloro-phenyl)-3-methyl-2-oxo-piperazin-1-yl]-butyric acid (62% ee) and 1.1 eq. of (S)-6-aza-spiro[2.5]octan-4-ol; hydrochloride (intermediate 2) gave after precipitation (Et2O/n-pentane) the titled compound in 77% yield as light yellow foam. MS: 454.16 (MH+, 2Cl). The reactants are ice, COC1=CC=C2CC(C(C2=C1)=O)NC(OCC)=O (ethyl 6-methoxy-1-oxo-2,3-dihydro-1H-inden-2-ylcarbamate). Solvent: O1CCCC1 (tetrahydrofuran), O1CCCC1 (tetrahydrofuran). Product: C(C1=CC=CC=C1)C1(C(CC2=CC=C(C=C12)OC)NC(OCC)=O)O (ethyl 1-benzyl-1-hydroxy-6-methoxy-2,3-dihydro-1H-inden-2-ylcarbamate). RXN SMILES: [CH3:1][O:2][C:3]1[CH:11]=[C:10]2[C:6]([CH2:7][CH:8]([NH:13][C:14](=[O:18])[O:15][CH2:16][CH3:17])[C:9]2=[O:12])=[CH:5][CH:4]=1>O1CCCC1>[CH2:7]([C:9]1([OH:12])[C:10]2[C:6](=[CH:5][CH:4]=[C:3]([O:2][CH3:1])[CH:11]=2)[CH2:7][CH:8]1[NH:13][C:14](=[O:18])[O:15][CH2:16][CH3:17])[C:6]1[CH:10]=[CH:11][CH:3]=[CH:4][CH:5]=1. Reported procedure: To ice cold 2M benzylmagnesium chloride in tetrahydrofuran (6.14 ml, 12.28 mmol) was added dropwise a solution of ethyl 6-methoxy-1-oxo-2,3-dihydro-1H-inden-2-ylcarbamate (1.02 g. 4.09 mmol) in tetrahydrofuran (30 ml) and stirred over night, while the reaction mixture was allowed to warm up to room temperature. The reaction mixture was quenched with sat. ammonium chloride and the organic layer was evaporated. The residue was extracted twice with dichloromethane and the combined organic layers we... Starting materials: C(C)OC(=O)C=1N(C2=CC=CC=C2C1)S(=O)(=O)C1=CC=C(C=C1)C (1-(4-Methylphenyl)sulfonyl-1H-indole-2-carboxylic acid ethyl ester), sodium dihydro-bis(2-methoxyethoxy)aluminate, C1(=CC=CC=C1)C (toluene), [OH-].[Na+] (NaOH). Solvent: C1CCOC1 (THF), C1CCOC1 (THF). Conditions: temperature 5 celsius, time 1 hour. The product is OCCC=1N(C2=CC=CC=C2C1)S(=O)(=O)C1=CC=C(C=C1)C (2-Hydroxyethyl-1-(4-methylphenyl)sulfonyl-1H-indole). Isolated yield 98.0%. Reaction SMILES: C(OC([C:6]1[N:7]([S:15]([C:18]2[CH:23]=[CH:22][C:21]([CH3:24])=[CH:20][CH:19]=2)(=[O:17])=[O:16])C2[C:13]([CH:14]=1)=CC=CC=2)=O)C.[OH-:25].[Na+].[C:27]1([CH3:33])[CH:32]=[CH:31][CH:30]=[CH:29][CH:28]=1>C1COCC1>[OH:25][CH2:13][CH2:14][C:6]1[N:7]([S:15]([C:18]2[CH:23]=[CH:22][C:21]([CH3:24])=[CH:20][CH:19]=2)(=[O:17])=[O:16])[C:32]2[C:27]([CH:33]=1)=[CH:28][CH:29]=[CH:30][CH:31]=2 |f:1.2|. Reported procedure: To stirred solution of Red-A1 (sodium dihydro-bis(2-methoxyethoxy)aluminate≈70% in toluene) (30 mL) in dry THF (100 mL) cooled at 5° C. and under nitrogen was added dropwise and at this temperature a solution of compound of step 1 (26,8 g, 78 mmol) in dry THF (75 mL). After stirring one hour at 5° C. and then one hour at room temperature the mixture was cooled at 10° C. and treated dropwise with 2N NaOH, to effect hydrolysis of the intermediate complex. The organic phase was separated and the so... The reactants are CC(=O)c1ccc(S(=O)(=O)NCc2ccncc2)cc1, CCON, CO, Cl, [Na+], O=C([O-])O, O. The product is CCON=C(C)c1ccc(S(=O)(=O)NCc2ccncc2)cc1. Reaction SMILES: [C:5]([CH3:6])(=[O:7])[c:8]1[cH:9][cH:10][c:11]([S:14](=[O:15])(=[O:16])[NH:17][CH2:18][c:19]2[cH:20][cH:21][n:22][cH:23][cH:24]2)[cH:12][cH:13]1.[CH2:1]([CH3:2])[O:3][NH2:4].[CH3:31][OH:32].[ClH:25].[Na+:30].[O-:26][C:27]([OH:28])=[O:29].[OH2:33]>>[CH2:1]([CH3:2])[O:3][N:4]=[C:5]([CH3:6])[c:8]1[cH:9][cH:10][c:11]([S:14](=[O:15])(=[O:16])[NH:17][CH2:18][c:19]2[cH:20][cH:21][n:22][cH:23][cH:24]2)[cH:12][cH:13]1. Yields the product Fc1ccc2[nH]cc(C3=CCN(CC4COc5ccc6[nH]c(C(F)(F)F)nc6c5O4)CC3)c2c1. Reactants: Cc1ccc(S(=O)(=O)OCC2COc3ccc4[nH]c(C(F)(F)F)nc4c3O2)cc1, CS(C)=O, CCOC(C)=O, Fc1ccc2[nH]cc(C3=CCNCC3)c2c1. As a reaction SMILES: [CH3:1][c:2]1[cH:3][cH:4][c:5]([S:6]([O:7][CH2:12][CH:13]2[CH2:14][O:15][c:16]3[cH:17][cH:18][c:19]4[c:20]([c:21]3[O:22]2)[n:23][c:24]([C:26]([F:27])([F:28])[F:29])[nH:25]4)(=[O:8])=[O:9])[cH:10][cH:11]1.[CH3:46][S:47]([CH3:48])=[O:49].[CH3:50][CH2:51][O:52][C:53](=[O:54])[CH3:55].[F:30][c:31]1[cH:32][c:33]2[c:34]([C:40]3=[CH:45][CH2:44][NH:43][CH2:42][CH2:41]3)[cH:35][nH:36][c:37]2[cH:38][cH:39]1>>[CH2:12]([CH:13]1[CH2:14][O:15][c:16]2[cH:17][cH:18][c:19]3[c:20]([c:21]2[O:22]1)[n:23][c:24]([C:26]([F:27])([F:28])[F:29])[nH:25]3)[N:43]1[CH2:42][CH2:41][C:40]([c:34]2[c:33]3[cH:32][c:31]([F:30])[cH:39][cH:38][c:37]3[nH:36][cH:35]2)=[CH:45][CH2:44]1.